Dataset: the Open Reaction Database (ORD), a public repository of structured organic reaction records. Task: describe an organic reaction: reactants, conditions, products, and yield The reactants are C(N)(=O)C1=CC=C2C=CN(C2=C1)C1CCN(CC1)C(=O)OCC1=CC=CC=C1 (benzyl 4-(6-carbamoyl-1H-indol-1-yl)piperidin-1-carboxylate), CO (methanol), [H][H] (hydrogen). The reagents and catalysts are [C].[Pd] (palladium carbon), [C].[Pd] (palladium carbon). The solvent is O1CCCC1 (tetrahydrofuran). Product: N1CCC(CC1)N1C=CC2=CC=C(C=C12)C(=O)N (1-(piperidin-4-yl)-1H-indole-6-carboxamide). As a reaction SMILES: [C:1]([C:4]1[CH:12]=[C:11]2[C:7]([CH:8]=[CH:9][N:10]2[CH:13]2[CH2:18][CH2:17][N:16](C(OCC3C=CC=CC=3)=O)[CH2:15][CH2:14]2)=[CH:6][CH:5]=1)(=[O:3])[NH2:2].CO.[H][H]>[C].[Pd].O1CCCC1>[NH:16]1[CH2:15][CH2:14][CH:13]([N:10]2[C:11]3[C:7](=[CH:6][CH:5]=[C:4]([C:1]([NH2:2])=[O:3])[CH:12]=3)[CH:8]=[CH:9]2)[CH2:18][CH2:17]1 |f:3.4|. Reported procedure: 43 g of benzyl 4-(6-carbamoyl-1H-indol-1-yl)piperidin-1-carboxylate was suspended in a mixed solution consisting of 400 ml of methanol and 600 ml of tetrahydrofuran. Thereafter, 3.3 g of 10% palladium carbon was added thereto. This suspension was substituted by hydrogen, and it was then stirred at room temperature. After completion of the reaction, 10% palladium carbon was filtered off from the reaction solution, and the reaction solution was then concentrated under a reduced pressure. Tetrahydr... Reactants: CN(C)CCN(C)C, CCOCC, [Li]C(C)CC, COC(=O)Cl, CC(C)(C)OC(=O)N1CCc2ccccc21, O. Product: COC(=O)c1cccc2c1N(C(=O)OC(C)(C)C)CC2. RXN SMILES: [CH3:17][N:18]([CH3:19])[CH2:20][CH2:21][N:22]([CH3:23])[CH3:24].[CH3:35][CH2:36][O:37][CH2:38][CH3:39].[CH:25]([Li:26])([CH2:27][CH3:28])[CH3:29].[Cl:30][C:31](=[O:32])[O:33][CH3:34].[N:1]1([C:10](=[O:11])[O:12][C:13]([CH3:14])([CH3:15])[CH3:16])[CH2:2][CH2:3][c:4]2[cH:5][cH:6][cH:7][cH:8][c:9]21.[OH2:40]>>[N:1]1([C:10](=[O:11])[O:12][C:13]([CH3:14])([CH3:15])[CH3:16])[CH2:2][CH2:3][c:4]2[cH:5][cH:6][cH:7][c:8]([C:31](=[O:32])[O:33][CH3:34])[c:9]21. Reactants: COC(C)(C)C, C=CCc1c(O)ccc2c(CC(C)(C)C)coc12. The product is CCCc1c(O)ccc2c(CC(C)(C)C)coc12. Reaction SMILES: [CH3:19][O:20][C:21]([CH3:22])([CH3:23])[CH3:24].[CH3:1][C:2]([CH2:3][c:4]1[cH:5][o:6][c:7]2[c:8]1[cH:9][cH:10][c:11]([OH:16])[c:12]2[CH2:13][CH:14]=[CH2:15])([CH3:17])[CH3:18]>>[CH3:1][C:2]([CH2:3][c:4]1[cH:5][o:6][c:7]2[c:8]1[cH:9][cH:10][c:11]([OH:16])[c:12]2[CH2:13][CH2:14][CH3:15])([CH3:17])[CH3:18]. Starting materials: C1(=CCCCC1)CC#N (Cyclohex-1-en-1-ylacetonitrile), BrCCCCBr (1,4-dibromobutane), [H-].[Na+] (sodium hydride). The solvent is CN(C)C=O (DMF). Yields the product C1(=CCCCC1)C1(CCCC1)C#N (1-cyclohex-1-en-1-ylcyclopentanecarbonitrile). Reaction SMILES: [C:1]1([CH2:7][C:8]#[N:9])[CH2:6][CH2:5][CH2:4][CH2:3][CH:2]=1.Br[CH2:11][CH2:12][CH2:13][CH2:14]Br.[H-].[Na+]>CN(C=O)C>[C:1]1([C:7]2([C:8]#[N:9])[CH2:14][CH2:13][CH2:12][CH2:11]2)[CH2:6][CH2:5][CH2:4][CH2:3][CH:2]=1 |f:2.3|. Procedure details: Cyclohex-1-en-1-ylacetonitrile and 1,4-dibromobutane were reacted in DMF at room temperature in the presence of sodium hydride to obtain 1-cyclohex-1-en-1-ylcyclopentanecarbonitrile. Reaction SMILES: [CH2:23]1[O:24][CH2:25][CH2:26][CH2:27]1.[CH3:20][CH2:21][OH:22].[CH3:29][OH:30].[CH3:31][CH2:32][O:33][CH2:34][CH3:35].[ClH:28].[OH:1][B:2]1[O:3][CH2:4][c:5]2[c:6]1[cH:7][cH:8][c:9]([O:11][c:12]1[n:13][cH:14][c:15]([C:16]#[N:17])[cH:18][cH:19]1)[cH:10]2>>[ClH:28].[OH:1][B:2]1[O:3][CH2:4][c:5]2[c:6]1[cH:7][cH:8][c:9]([O:11][c:12]1[n:13][cH:14][c:15]([CH2:16][NH2:17])[cH:18][cH:19]1)[cH:10]2. Yields the product Cl, NCc1ccc(Oc2ccc3c(c2)COB3O)nc1. The reactants are C1CCOC1, CCO, CO, CCOCC, Cl, N#Cc1ccc(Oc2ccc3c(c2)COB3O)nc1. Starting materials: OCCN1C(=NC(=C1)C(F)(F)F)C1=CC=C(C=C1)O (1-(2-hydroxyethyl)-2-(4-hydroxyphenyl)-4-(trifluoromethyl)-1H-imidazole), C([O-])([O-])=O.[K+].[K+] (potassium carbonate), C(Cl)C1CO1 (epichlorohydrin). Run at time 1 hour. Product: O1C(COC2=CC=C(C=C2)C=2N(C=C(N2)C(F)(F)F)CCO)C1 (2-[4-(2,3-epoxypropoxy)-phenyl]-1-(2-hydroxyethyl)-4-(trifluoromethyl)-1H-imidazole). Reaction SMILES: [OH:1][CH2:2][CH2:3][N:4]1[CH:8]=[C:7]([C:9]([F:12])([F:11])[F:10])[N:6]=[C:5]1[C:13]1[CH:18]=[CH:17][C:16]([OH:19])=[CH:15][CH:14]=1.C(=O)([O-])[O-].[K+].[K+].[CH2:26]([CH:28]1[O:30][CH2:29]1)Cl>>[O:30]1[CH2:29][CH:28]1[CH2:26][O:19][C:16]1[CH:17]=[CH:18][C:13]([C:5]2[N:4]([CH2:3][CH2:2][OH:1])[CH:8]=[C:7]([C:9]([F:10])([F:12])[F:11])[N:6]=2)=[CH:14][CH:15]=1 |f:1.2.3|. Procedure: A suspension of 3.26 g of 1-(2-hydroxyethyl)-2-(4-hydroxyphenyl)-4-(trifluoromethyl)-1H-imidazole and 9.26 g of anhydrous potassium carbonate in 95 ml of epichlorohydrin is heated under reflux, while stirring, for 1 hour. The mixture is subsequently cooled in an ice bath, filtered and the filtrate freed of solvent in a rotary evaporator. The oil that remains behind is chromatographed on silica gel with ethyl acetate. The main fractions are combined and are caused to crystallise by the addition o... Starting materials: COC1=CC=C(C=C1)NN=CC (N-(4-methoxyphenyl)-N'-ethylidene hydrazine), C(C1=CC=CC=C1)(=O)Cl (benzoyl chloride), N1=CC=CC=C1 (pyridine). Solvent: C(C)OCC (diethyl ether), C(C)OCC (diethyl ether). Yields the product C(C1=CC=CC=C1)(=O)N(N=CC)C1=CC=C(C=C1)OC (N-benzoyl-N-(4-methoxyphenyl)-N'-ethylidene hydrazine). Reaction conditions: time 24 hour. Reaction SMILES: [CH3:1][O:2][C:3]1[CH:8]=[CH:7][C:6]([NH:9][N:10]=[CH:11][CH3:12])=[CH:5][CH:4]=1.[C:13](Cl)(=[O:20])[C:14]1[CH:19]=[CH:18][CH:17]=[CH:16][CH:15]=1.N1C=CC=CC=1>C(OCC)C>[C:13]([N:9]([C:6]1[CH:7]=[CH:8][C:3]([O:2][CH3:1])=[CH:4][CH:5]=1)[N:10]=[CH:11][CH3:12])(=[O:20])[C:14]1[CH:19]=[CH:18][CH:17]=[CH:16][CH:15]=1. Reported procedure: Combine N-(4-methoxyphenyl)-N'-ethylidene hydrazine (6.0 g, 43 mmol), benzoyl chloride (5.2 mL. 44 mmol), pyridine (3.7 mL, 46 mmol), and diethyl ether (25 mL). After 24 hours, add diethyl ether (100 mL), remove the solid by filtration and dry in vacuo to give N-benzoyl-N-(4-methoxyphenyl)-N'-ethylidene hydrazine as a solid.